From a dataset of the Open Reaction Database (ORD), a public repository of structured organic reaction records. describe an organic reaction: reactants, conditions, products, and yield Reactants: C(C)OC(CNCCNS(=O)(=O)C=1SC(=NN1)C1=C(C=CC=C1)[N+](=O)[O-])=O (N-{2-[5-(2-nitrophenyl)-1,3,4-thiadiazole-2-sulfonylamino]-ethyl}-glycine ethyl ester), N1(C(=O)NC(=O)C(C)=C1)CC(=O)O ((thymin-1-yl)-acetic acid). Product: C(C)OC(CN(C(CN1C(=O)NC(=O)C(C)=C1)=O)CCNS(=O)(=O)C=1SC(=NN1)C1=C(C=CC=C1)[N+](=O)[O-])=O (N-{2-[5-(2-Nitrophenyl)-1,3,4-thiadiazole-2-sulfonylamino]-ethyl}-N-[(thymin-1-yl)-acetyl]-glycine ethyl ester). As a reaction SMILES: [CH2:1]([O:3][C:4](=[O:27])[CH2:5][NH:6][CH2:7][CH2:8][NH:9][S:10]([C:13]1[S:14][C:15]([C:18]2[CH:23]=[CH:22][CH:21]=[CH:20][C:19]=2[N+:24]([O-:26])=[O:25])=[N:16][N:17]=1)(=[O:12])=[O:11])[CH3:2].[N:28]1([CH2:37][C:38](O)=[O:39])[CH:36]=[C:34]([CH3:35])[C:32](=[O:33])[NH:31][C:29]1=[O:30]>>[CH2:1]([O:3][C:4](=[O:27])[CH2:5][N:6]([CH2:7][CH2:8][NH:9][S:10]([C:13]1[S:14][C:15]([C:18]2[CH:23]=[CH:22][CH:21]=[CH:20][C:19]=2[N+:24]([O-:26])=[O:25])=[N:16][N:17]=1)(=[O:12])=[O:11])[C:38](=[O:39])[CH2:37][N:28]1[CH:36]=[C:34]([CH3:35])[C:32](=[O:33])[NH:31][C:29]1=[O:30])[CH3:2]. Procedure details: The title compound was synthesized by the reaction of N-{2-[5-(2-nitrophenyl)-1,3,4-thiadiazole-2-sulfonylamino]-ethyl}-glycine ethyl ester with (thymin-1-yl)-acetic acid as per the procedure of example 13. 1H NMR (400 MHz; DMSO-d6) δ 11.29 (s, 0.6H), 11.28 (s, 0.4H), 9.21 (brs, 0.6H), 9.10 (brs, 0.4H), 8.26–8.21 (m, 1H), 7.97–7.89 (m, 3H), 7.33 (d, 0.6H), 7.26 (d, 0.4H), 4.68 (s, 1.2H), 4.45 (s, 0.4H), 4.33 (s, 0.8H), 4.18 (q, 0.8H), 4.08 (q, 1.2H), 4.07 (s, 1.2H), 3.59 (t, 1.2H), 3.47–3.40 (m,...